This data is from the Open Reaction Database (ORD), a public repository of structured organic reaction records. The task is: describe an organic reaction: reactants, conditions, products, and yield Starting materials: O=C([O-])[O-], NC1CC1, [Cl-], Cn1cncc1C(O)(c1ccc2c(c1)c(-c1cccc(Cl)c1)cc(=O)n2C)c1ccc(Cl)cn1, [K+], [K+], CN(C)C=O. As a reaction SMILES: [C:36](=[O:37])([O-:38])[O-:39].[CH:42]1([NH2:45])[CH2:43][CH2:44]1.[Cl-:1].[Cl:2][c:3]1[cH:4][c:5](-[c:9]2[cH:10][c:11](=[O:35])[n:12]([CH3:34])[c:13]3[cH:14][cH:15][c:16]([C:19]([c:20]4[n:21]([CH3:25])[cH:22][n:23][cH:24]4)([OH:26])[c:27]4[n:28][cH:29][c:30]([Cl:33])[cH:31][cH:32]4)[cH:17][c:18]23)[cH:6][cH:7][cH:8]1.[K+:40].[K+:41].[O:46]=[CH:47][N:48]([CH3:49])[CH3:50]>>[Cl:2][c:3]1[cH:4][c:5](-[c:9]2[cH:10][c:11](=[O:35])[n:12]([CH3:34])[c:13]3[cH:14][cH:15][c:16]([C:19]([c:20]4[n:21]([CH3:25])[cH:22][n:23][cH:24]4)([c:27]4[n:28][cH:29][c:30]([Cl:33])[cH:31][cH:32]4)[NH:45][CH:42]4[CH2:43][CH2:44]4)[cH:17][c:18]23)[cH:6][cH:7][cH:8]1. Yields the product Cn1cncc1C(NC1CC1)(c1ccc2c(c1)c(-c1cccc(Cl)c1)cc(=O)n2C)c1ccc(Cl)cn1. Reactants: ClC1=NC(=C(C(=N1)C(=O)OCC)[N+](=O)[O-])NC1=C(C=CC=C1)OC (Ethyl 2-chloro-6-(2-methoxyphenylamino)-5-nitropyrimidine-4-carboxylate), NC1=CC=C(CO)C=C1 (4-aminobenzyl alcohol), C(C)(C)N(CC)C(C)C (diisopropylethylamine), OCC1=CC=C(C=C1)NC1=NC(=C(C(=N1)C(=O)OCC)[N+](=O)[O-])NC1=C(C=CC=C1)OC (Ethyl 2-(4-(hydroxymethyl)phenylamino)-6-(2-methoxyphenylamino)-5-nitropyrimidine-4-carboxylate). Solvent: CN(C=O)C (dimethylformamide). Yields the product N1(C=NC=C1)CC1=CC=C(C=C1)NC1=NC(=C2NC(N(C2=N1)C1=C(C=CC=C1)OC)=O)C(=O)N (2-(4-((1H-IMIDAZOL-1-YL)METHYL)PHENYLAMINO)-9-(2-METHOXYPHENYL)-8-OXO-8,9-DIHYDRO-7H-PURINE-6-CARBOXAMIDE). Isolated yield 100.0%. As a reaction SMILES: OC[C:3]1[CH:8]=[CH:7][C:6]([NH:9][C:10]2[N:15]=[C:14]([C:16](OCC)=[O:17])[C:13]([N+:21]([O-])=O)=[C:12]([NH:24][C:25]3[CH:30]=[CH:29][CH:28]=[CH:27][C:26]=3[O:31][CH3:32])[N:11]=2)=[CH:5][CH:4]=1.Cl[C:34]1N=C(C(OCC)=O)C([N+]([O-])=O)=[C:36]([NH:48][C:49]2[CH:54]=CC=CC=2OC)[N:35]=1.NC1C=CC([CH2:62][OH:63])=CC=1.C([N:69](C(C)C)CC)(C)C>CN(C)C=O>[N:35]1([CH2:34][C:3]2[CH:4]=[CH:5][C:6]([NH:9][C:10]3[N:11]=[C:12]4[C:13]([NH:21][C:62](=[O:63])[N:24]4[C:25]4[CH:30]=[CH:29][CH:28]=[CH:27][C:26]=4[O:31][CH3:32])=[C:14]([C:16]([NH2:69])=[O:17])[N:15]=3)=[CH:7][CH:8]=2)[CH:54]=[CH:49][N:48]=[CH:36]1. Procedure: Ethyl 2-(4-(hydroxymethyl)phenylamino)-6-(2-methoxyphenylamino)-5-nitropyrimidine-4-carboxylate. Ethyl 2-chloro-6-(2-methoxyphenylamino)-5-nitropyrimidine-4-carboxylate (See Example 30.A) (0.250 g, 0.710 mmol), 4-aminobenzyl alcohol (0.104 g, 0.852 mmol) and diisopropylethylamine (0.137 g, 1.065 mmol) were reacted according to General Procedure C, except at room temperature and in dimethylformamide (5 mL). The crude reaction mixture was condensed and purified using Biotage chromatography (60-100... Conditions: temperature 110 celsius, time 4 hour. Reported procedure: To a solution of ethyl 5-bromo-1H-indole-2-carboxylate (30 g, 112 mmol) in toluene (500 mL) was added portionwise sodium hydride (60% dispersion in mineral oil, 9.40 g, 235 mmol). Vigorous gas evolution was observed. The resulting white suspension was heated to 110° C. Butyl acrylate (35.1 mL, 246 mmol) was added dropwise (using a syring pump) over 24 h while stirring vigorously at an internal temperature of 110° C. Additional butyl acrylate (10 mL) was added in one portion and stirring was cont... As a reaction SMILES: [Br:1][C:2]1[CH:3]=[C:4]2[C:8](=[CH:9][CH:10]=1)[NH:7][C:6]([C:11]([O:13]CC)=O)=[CH:5]2.[H-].[Na+].[C:18](OCCCC)(=O)[CH:19]=C.Cl>C1(C)C=CC=CC=1>[Br:1][C:2]1[CH:10]=[CH:9][C:8]2[N:7]3[CH2:18][CH2:19][C:11](=[O:13])[C:6]3=[CH:5][C:4]=2[CH:3]=1 |f:1.2|. The reactants are C(C=C)(=O)OCCCC (butyl acrylate), Cl (HCl), C(C=C)(=O)OCCCC (butyl acrylate), C(C=C)(=O)OCCCC (butyl acrylate), [H-].[Na+] (sodium hydride), C(C=C)(=O)OCCCC (Butyl acrylate), BrC=1C=C2C=C(NC2=CC1)C(=O)OCC (ethyl 5-bromo-1H-indole-2-carboxylate), [H-].[Na+] (sodium hydride). Run in C1(=CC=CC=C1)C (toluene). The product is BrC1=CC=2C=C3N(C2C=C1)CCC3=O (7-Bromo-2,3-dihydro-1H-pyrrolo[1,2-a]indol-1-one). The reactants are C(C)(=O)C1=CC=C(C=C1)C1=C(C=C(C=C1)Br)Br (4-acetyl-2',4'-dibromobiphenyl), BrCC(=O)OCC (ethyl bromoacetate). Yields the product C(C)OC(CC(C)(O)C1=CC=C(C=C1)C1=C(C=C(C=C1)Br)Br)=O (3-(2',4'-dibromo-4-biphenylyl)-3-hydroxybutyric acid ethyl ester). As a reaction SMILES: [C:1]([C:4]1[CH:9]=[CH:8][C:7]([C:10]2[CH:15]=[CH:14][C:13]([Br:16])=[CH:12][C:11]=2[Br:17])=[CH:6][CH:5]=1)(=[O:3])[CH3:2].Br[CH2:19][C:20]([O:22][CH2:23][CH3:24])=[O:21]>>[CH2:23]([O:22][C:20](=[O:21])[CH2:19][C:1]([C:4]1[CH:9]=[CH:8][C:7]([C:10]2[CH:15]=[CH:14][C:13]([Br:16])=[CH:12][C:11]=2[Br:17])=[CH:6][CH:5]=1)([OH:3])[CH3:2])[CH3:24]. Procedure: 3.44 g. of 4-acetyl-2',4'-dibromobiphenyl and 1.5 g. of ethyl bromoacetate are added to a mixture of 6.5 g. of granulated zinc, previously washed with dilute hydrochloric acid, water and acetone and dried, and 0.2 g. of iodine in 70 ml. of benzene and 70 ml. of diethyl ether. The mixture is heated under reflux for 4 hours with occasional shaking. 5 g. of zinc and a trace of iodine are added after 1, 2 and 3 hours, respectively, and 1.5 g. of ethyl bromoacetate added after 2 hours. After cooling,... Starting materials: CC(=O)[O-], O=C([O-])O, CC(=O)[O-], CCC(O)(C=Cc1ccc(C(CC)(CC)c2ccc(B3OC(C)(C)C(C)(C)O3)cc2)cc1C)CC, COC(=O)Cc1cccc(Br)c1, Cc1ccccc1, COc1cccc(OC)c1-c1ccccc1P(C1CCCCC1)C1CCCCC1, [K+], [K+], [K+], [Na+], O, O=P([O-])([O-])[O-], [Pd+2]. Yields the product CCC(O)(C=Cc1ccc(C(CC)(CC)c2ccc(-c3cccc(CC(=O)OC)c3)cc2)cc1C)CC. Reaction SMILES: [C:102]([O-:103])(=[O:104])[CH3:105].[C:85](=[O:86])([OH:87])[O-:88].[C:97]([O-:98])(=[O:99])[CH3:100].[CH2:50]([CH3:51])[C:52]([CH:53]=[CH:54][c:55]1[c:56]([CH3:81])[cH:57][c:58]([C:61]([CH2:62][CH3:63])([c:64]2[cH:65][cH:66][c:67]([B:70]3[O:71][C:72]([CH3:73])([CH3:74])[C:75]([CH3:76])([CH3:77])[O:78]3)[cH:68][cH:69]2)[CH2:79][CH3:80])[cH:59][cH:60]1)([CH2:82][CH3:83])[OH:84].[CH3:1][O:2][C:3]([CH2:4][c:5]1[cH:6][c:7]([Br:11])[cH:8][cH:9][cH:10]1)=[O:12].[CH3:90][c:91]1[cH:92][cH:93][cH:94][cH:95][cH:96]1.[CH:13]1([P:14]([CH:15]2[CH2:16][CH2:17][CH2:18][CH2:19][CH2:20]2)[c:21]2[cH:22][cH:23][cH:24][cH:25][c:26]2-[c:27]2[c:28]([O:29][CH3:30])[cH:31][cH:32][cH:33][c:34]2[O:35][CH3:36])[CH2:37][CH2:38][CH2:39][CH2:40][CH2:41]1.[K+:47].[K+:48].[K+:49].[Na+:89].[OH2:106].[P:42]([O-:43])([O-:44])([O-:45])=[O:46].[Pd+2:101]>>[CH3:1][O:2][C:3]([CH2:4][c:5]1[cH:6][c:7](-[c:67]2[cH:66][cH:65][c:64]([C:61]([c:58]3[cH:57][c:56]([CH3:81])[c:55]([CH:54]=[CH:53][C:52]([CH2:50][CH3:51])([CH2:82][CH3:83])[OH:84])[cH:60][cH:59]3)([CH2:62][CH3:63])[CH2:79][CH3:80])[cH:69][cH:68]2)[cH:8][cH:9][cH:10]1)=[O:12]. Starting materials: FC1=CC(=C(C=C1)NC(=O)NCCCCCCC)[N+](=O)[O-] (1-(4-fluoro-2-nitrophenyl)-3-heptylurea). Reagents/catalysts: [Pd] (palladium/carbon). The solvent is C(C)O (ethanol). Product: NC1=C(C=CC(=C1)F)NC(=O)NCCCCCCC (1-(2-amino-4-fluorophenyl)-3-heptylurea). Isolated yield 94.0%. As a reaction SMILES: [F:1][C:2]1[CH:7]=[CH:6][C:5]([NH:8][C:9]([NH:11][CH2:12][CH2:13][CH2:14][CH2:15][CH2:16][CH2:17][CH3:18])=[O:10])=[C:4]([N+:19]([O-])=O)[CH:3]=1>C(O)C.[Pd]>[NH2:19][C:4]1[CH:3]=[C:2]([F:1])[CH:7]=[CH:6][C:5]=1[NH:8][C:9]([NH:11][CH2:12][CH2:13][CH2:14][CH2:15][CH2:16][CH2:17][CH3:18])=[O:10]. Procedure: To a suspension of 1-(4-fluoro-2-nitrophenyl)-3-heptylurea (1.49 g) in ethanol (10 ml) was added a catalytic amount of 10% palladium/carbon to perform catalytic reduction at a pressure of 1-2.5 atms at room temperature for 5 hrs. The catalyst was filtered off, and the solvent was distilled off. Crystallization of the residue from hexane gave 1-(2-amino-4-fluorophenyl)-3-heptylurea (1.26 g, 95%). The product is CC(=O)NC1CCCC1c1ccc(S(=O)(=O)Nc2nnc(C(C)C)s2)cc1. Reactants: CC(=O)NC1CCCC1c1ccc(S(=O)(=O)Cl)cc1, CC(C)c1nnc(N)s1, c1ccncc1. As a reaction SMILES: [C:1]([CH3:2])(=[O:3])[NH:4][CH:5]1[CH:6]([c:10]2[cH:11][cH:12][c:13]([S:16](=[O:17])(=[O:18])[Cl:19])[cH:14][cH:15]2)[CH2:7][CH2:8][CH2:9]1.[CH:20]([CH3:21])([CH3:22])[c:23]1[n:24][n:25][c:26]([NH2:28])[s:27]1.[cH:29]1[cH:30][cH:31][n:32][cH:33][cH:34]1>>[C:1]([CH3:2])(=[O:3])[NH:4][CH:5]1[CH:6]([c:10]2[cH:11][cH:12][c:13]([S:16](=[O:17])(=[O:18])[NH:28][c:26]3[n:25][n:24][c:23]([CH:20]([CH3:21])[CH3:22])[s:27]3)[cH:14][cH:15]2)[CH2:7][CH2:8][CH2:9]1. The reactants are [BH4-], CO, COCCN(C)c1nc(Oc2ccc(B3OC(C)(C)C(C)(C)O3)c(C=O)c2)ccc1C#N, Cl, [Na+]. The product is COCCN(C)c1nc(Oc2ccc3c(c2)COB3O)ccc1C#N. As a reaction SMILES: [BH4-:33].[CH3:36][OH:37].[CH:1]([c:3]1[cH:4][c:5]([O:6][c:7]2[n:8][c:9]([N:15]([CH3:16])[CH2:17][CH2:18][O:19][CH3:20])[c:10]([C:11]#[N:12])[cH:13][cH:14]2)[cH:21][cH:22][c:23]1[B:24]1[O:25][C:26]([CH3:30])([CH3:31])[C:2]([CH3:27])([CH3:29])[O:28]1)=[O:32].[ClH:35].[Na+:34]>>[c:3]12[cH:4][c:5]([O:6][c:7]3[n:8][c:9]([N:15]([CH3:16])[CH2:17][CH2:18][O:19][CH3:20])[c:10]([C:11]#[N:12])[cH:13][cH:14]3)[cH:21][cH:22][c:23]1[B:24]([OH:28])[O:25][CH2:26]2. Run in CO (methanol). Conditions: time 2 hour. The product is N1=CC=C(C=C1)N1CCN(CC1)CC(=O)C1=CC=C(C(=O)[O-])C=C1.[Na+] (Sodium 4-[2-[4-(4-pyridyl)piperazin-1-yl]acetyl]benzoate). Procedure details: A stirred suspension of the product of Example 77 (353 mg) in methanol (5 ml) was treated with a 1 molar sodium hydroxide solution (3 ml). After 2 hours, the cream coloured solid was collected, washed with a little methanol and dried to give the title compound, 240 mg, m.p.>300° C.; NMR (d6DMSO) δ 8.15 (2H, d), 8.05 (4H, t, AB pattern), 6.85 (2H, d), 3.97 (2H, s), 3.38 (4H, t), 2.65 (4H, t), m/e 348 (M+H)+ ; calculated for C18H18N3NaO3. 0.25H2O: C, 61.4; H, 5.3; N, 11.9. found: C, 61.3; H, 5.2; ... Reactants: N1=CC=C(C=C1)N1CCN(CC1)CC(=O)C1=CC=C(C(=O)OCC)C=C1 (Ethyl 4-[2-[4-(4-pyridyl)piperazin-1-yl]acetyl]benzoate), [OH-].[Na+] (sodium hydroxide). Reaction SMILES: [N:1]1[CH:6]=[CH:5][C:4]([N:7]2[CH2:12][CH2:11][N:10]([CH2:13][C:14]([C:16]3[CH:26]=[CH:25][C:19]([C:20]([O:22]CC)=[O:21])=[CH:18][CH:17]=3)=[O:15])[CH2:9][CH2:8]2)=[CH:3][CH:2]=1.[OH-].[Na+:28]>CO>[N:1]1[CH:6]=[CH:5][C:4]([N:7]2[CH2:8][CH2:9][N:10]([CH2:13][C:14]([C:16]3[CH:26]=[CH:25][C:19]([C:20]([O-:22])=[O:21])=[CH:18][CH:17]=3)=[O:15])[CH2:11][CH2:12]2)=[CH:3][CH:2]=1.[Na+:28] |f:1.2,4.5|. The reactants are [H-].[Al+3].[Li+].[H-].[H-].[H-] (Lithium aluminium hydride), COC1=C(C(=O)OC)C(=C(C(=C1F)C)F)F (methyl 2-methoxy-4-methyl-3,5,6-trifluorobenzoate), O (water), Cl (hydrochloric acid), resultant mixture. Run in [Na] (sodium). Reaction conditions: time 3 hour. Product: COC1=C(CO)C(=C(C(=C1F)C)F)F (2-methoxy-4-methyl-3,5,6-trifluorobenzyl alcohol). Isolated yield 91.6%. Reaction SMILES: [H-].[Al+3].[Li+].[H-].[H-].[H-].[CH3:7][O:8][C:9]1[C:18]([F:19])=[C:17]([CH3:20])[C:16]([F:21])=[C:15]([F:22])[C:10]=1[C:11](OC)=[O:12].O.Cl>[Na]>[CH3:7][O:8][C:9]1[C:18]([F:19])=[C:17]([CH3:20])[C:16]([F:21])=[C:15]([F:22])[C:10]=1[CH2:11][OH:12] |f:0.1.2.3.4.5,^1:24|. Reported procedure: Lithium aluminium hydride (0.5 g) was added to a stirred solution of methyl 2-methoxy-4-methyl-3,5,6-trifluorobenzoate (6.2 g) in sodium dried diethyl ether (50 cm3) and the mixture stirred for a further three hours. The mixture was then stood at the ambient temperature for a further 17 hours. After pouring the mixture into water and acidifying with dilute hydrochloric acid the resultant mixture was extracted with diethyl ether. The ethereal extracts were washed with water and dried over anhydro...